Dataset: the Open Reaction Database (ORD), a public repository of structured organic reaction records. Task: describe an organic reaction: reactants, conditions, products, and yield Reactants: CCCCCCC, c1ccc(Oc2ccccc2)cc1, O=C(O)c1cc2ccc3c(c2[nH]1)CCO3, O=C(O)c1cc2cc3c(cc2o1)NCC3. Yields the product c1cc2ccc3c(c2[nH]1)CCO3. RXN SMILES: [CH3:31][CH2:32][CH2:33][CH2:34][CH2:35][CH2:36][CH3:37].[c:38]1([O:39][c:40]2[cH:41][cH:42][cH:43][cH:44][cH:45]2)[cH:46][cH:47][cH:48][cH:49][cH:50]1.[nH:1]1[c:2]([C:13]([OH:14])=[O:15])[cH:3][c:4]2[cH:5][cH:6][c:7]3[c:8]([c:9]12)[CH2:10][CH2:11][O:12]3.[o:16]1[c:17]2[cH:18][c:19]3[c:20]([cH:24][c:25]2[cH:26][c:27]1[C:28]([OH:29])=[O:30])[CH2:21][CH2:22][NH:23]3>>[nH:1]1[cH:2][cH:3][c:4]2[cH:5][cH:6][c:7]3[c:8]([c:9]12)[CH2:10][CH2:11][O:12]3. Reactants: C1CNCCN1, CCOC(=O)c1ccc(F)cc1, CS(C)=O, [K+], [K+], O=C([O-])[O-], O. Product: CCOC(=O)c1ccc(N2CCNCC2)cc1. Reaction SMILES: [CH2:1]1[CH2:2][NH:3][CH2:4][CH2:5][NH:6]1.[CH2:7]([CH3:8])[O:9][C:10]([c:11]1[cH:12][cH:13][c:14]([F:17])[cH:15][cH:16]1)=[O:18].[CH3:26][S:27]([CH3:28])=[O:29].[K+:19].[K+:20].[O-:21][C:22]([O-:23])=[O:24].[OH2:25]>>[CH2:1]1[CH2:2][N:3]([c:14]2[cH:13][cH:12][c:11]([C:10]([O:9][CH2:7][CH3:8])=[O:18])[cH:16][cH:15]2)[CH2:4][CH2:5][NH:6]1. Starting materials: NOC1COC1, CC(=O)c1cnc2nnn(Cc3ccc4ncccc4c3)c2n1. Product: CC(=NOC1COC1)c1cnc2nnn(Cc3ccc4ncccc4c3)c2n1. RXN SMILES: [O:24]1[CH2:25][CH:26]([O:28][NH2:29])[CH2:27]1.[n:1]1[cH:2][cH:3][cH:4][c:5]2[cH:6][c:7]([CH2:11][n:12]3[n:13][n:14][c:15]4[c:16]3[n:17][c:18]([C:21]([CH3:22])=[O:23])[cH:19][n:20]4)[cH:8][cH:9][c:10]12>>[n:1]1[cH:2][cH:3][cH:4][c:5]2[cH:6][c:7]([CH2:11][n:12]3[n:13][n:14][c:15]4[c:16]3[n:17][c:18]([C:21]([CH3:22])=[N:29][O:28][CH:26]3[CH2:25][O:24][CH2:27]3)[cH:19][n:20]4)[cH:8][cH:9][c:10]12.